Dataset: the Open Reaction Database (ORD), a public repository of structured organic reaction records. Task: describe an organic reaction: reactants, conditions, products, and yield Yields the product ClC1=C(OC=2C=3N(C4=CC(=C(C=C4N2)OC)OC)C=NC3)C(=CC=C1)C (4-(2-Chloro-6-methylphenoxy)-7,8-dimethoxyimidazo[1,5-a]quinoxaline). Reported procedure: A mixture of 4-chloro-7,8-dimethoxyimidazo[1,5-a]quinoxaline, prepared as described in U.S. application Ser. No. 09/097,338, “Imidazoquinoxaline Protein Tyrosine Kinase Inhibitors,” filed by Joel C. Barrish et al. concurrently herewith (Attorney Docket No. QA202b) (20 mg, 0.076 mmol), potassium carbonate (52 mg, 0.38 mmol) and 2-chloro-6-methylphenol (13 mg, 0.091 mmol) in 0.5 mL of dry DMF was heated at 80° C. overnight. Upon cooling, the solvent was removed under reduced pressure and the resid... Solvent: CN(C)C=O (DMF). Reactants: C([O-])([O-])=O.[K+].[K+] (potassium carbonate), ClC1=C(C(=CC=C1)C)O (2-chloro-6-methylphenol), ClC=1C=2N(C3=CC(=C(C=C3N1)OC)OC)C=NC2 (4-chloro-7,8-dimethoxyimidazo[1,5-a]quinoxaline), N1C=NC=2C=CC=3N=CC=NC3C21 (Imidazoquinoxaline), N[C@@H](CC1=CC=C(C=C1)O)C(=O)O (Tyrosine). Reaction SMILES: Cl[C:2]1[C:3]2[N:4]([CH:16]=[N:17][CH:18]=2)[C:5]2[C:10]([N:11]=1)=[CH:9][C:8]([O:12][CH3:13])=[C:7]([O:14][CH3:15])[CH:6]=2.N1C2C3N=CC=NC=3C=CC=2N=C1.N[C@H](C(O)=O)CC1C=CC(O)=CC=1.C(=O)([O-])[O-].[K+].[K+].[Cl:51][C:52]1[CH:57]=[CH:56][CH:55]=[C:54]([CH3:58])[C:53]=1[OH:59]>CN(C=O)C>[Cl:51][C:52]1[CH:57]=[CH:56][CH:55]=[C:54]([CH3:58])[C:53]=1[O:59][C:2]1[C:3]2[N:4]([CH:16]=[N:17][CH:18]=2)[C:5]2[C:10]([N:11]=1)=[CH:9][C:8]([O:12][CH3:13])=[C:7]([O:14][CH3:15])[CH:6]=2 |f:3.4.5|. Reactants: BrC1=CC=CC(=N1)C=O (6-bromo-2-pyridinecarboxaldehyde), CC1NCCCC1 (2-methylpiperidine). Solvent: C(Cl)Cl (CH2Cl2). Yields the product BrC1=NC(=CC=C1)CN1C(CCCC1)C (2-bromo-6-[(2-methylpiperidinyl)methyl]pyridine). RXN SMILES: [Br:1][C:2]1[N:7]=[C:6]([CH:8]=O)[CH:5]=[CH:4][CH:3]=1.[CH3:10][CH:11]1[CH2:16][CH2:15][CH2:14][CH2:13][NH:12]1>C(Cl)Cl>[Br:1][C:2]1[CH:3]=[CH:4][CH:5]=[C:6]([CH2:8][N:12]2[CH2:13][CH2:14][CH2:15][CH2:16][CH:11]2[CH3:10])[N:7]=1. Reported procedure: 6] To 6-bromo-2-pyridinecarboxaldehyde (400 mg, 2.15 mmol) was added 2-methylpiperidine (0.4 mL, 3.22 mmol) in dry CH2Cl2 (10 mL) to give 2-bromo-6-[(2-methylpiperidinyl)methyl]pyridine as a pale yellow solid. MS m/z: 269.1(M+H). Calc'd for C12H17BrN2: 269.18. The reactants are C(C(C)(C)C)(=O)O (pivalic acid), C([O-])([O-])=O.[Zn+2] (zinc carbonate). Solvent: O (water). Run at temperature 4 celsius, time 1 hour. The product is C(C(C)(C)C)(=O)[O-].[Zn+2].C(C(C)(C)C)(=O)[O-] (zinc pivaloate). The yield is 86.7%. As a reaction SMILES: [C:1]([OH:7])(=[O:6])[C:2]([CH3:5])([CH3:4])[CH3:3].C(=O)([O-])[O-].[Zn+2:12]>O>[C:1]([O-:7])(=[O:6])[C:2]([CH3:5])([CH3:4])[CH3:3].[Zn+2:12].[C:1]([O-:7])(=[O:6])[C:2]([CH3:5])([CH3:4])[CH3:3] |f:1.2,4.5.6|. Procedure details: To 250 ml of water, warmed to 60°-70° C., was added 56.1 gm (0.55 mole) of pivalic acid (trimethylacetic acid). Then 31.25 gm (0.25 mole) of zinc carbonate was added portionwise over a period of 10 to 15 minutes and then the temperature was raised to 96°-98° C. After agitating the reaction mixture for 1 hour, the mixture was cooled to 4° C. with an ice bath for 30 minutes and the suspension filtered. The filter cake was washed once with 75 ml cold water and 3×50 ml cold acetone. The resulting pr... Reactants: O (water), Cl (hydrochloric acid), COC(=O)C=1N(C(C2=CC=C(C=C2C1C1=CC=CC=C1)C(=O)O)=O)CC1=CC=CC=C1 (2-benzyl-1-oxo-4-phenyl-1,2-dihydroisoquinoline-3,6-dicarboxylic acid 3-methyl ester). Solvent: C1CCOC1 (THF), C1CCOC1 (THF), C1CCOC1 (THF). Reaction conditions: time 4 hour. Product: COC(=O)C=1N(C(C2=CC=C(C=C2C1C1=CC=CC=C1)CO)=O)CC1=CC=CC=C1 (2-benzyl-6-hydroxymethyl-1-oxo-4-phenyl-1,2-dihydroisoquinoline-3-carboxylic acid methyl ester). Yield: 96.6%. As a reaction SMILES: [CH3:1][O:2][C:3]([C:5]1[N:6]([CH2:25][C:26]2[CH:31]=[CH:30][CH:29]=[CH:28][CH:27]=2)[C:7](=[O:24])[C:8]2[C:13]([C:14]=1[C:15]1[CH:20]=[CH:19][CH:18]=[CH:17][CH:16]=1)=[CH:12][C:11]([C:21](O)=[O:22])=[CH:10][CH:9]=2)=[O:4].O.Cl>C1COCC1>[CH3:1][O:2][C:3]([C:5]1[N:6]([CH2:25][C:26]2[CH:31]=[CH:30][CH:29]=[CH:28][CH:27]=2)[C:7](=[O:24])[C:8]2[C:13]([C:14]=1[C:15]1[CH:20]=[CH:19][CH:18]=[CH:17][CH:16]=1)=[CH:12][C:11]([CH2:21][OH:22])=[CH:10][CH:9]=2)=[O:4]. Procedure details: To a solution of 2-benzyl-1-oxo-4-phenyl-1,2-dihydroisoquinoline-3,6-dicarboxylic acid 3-methyl ester (300 mg) in THF (3 ml) was added dropwise a solution (1M, 1.5 ml) of borane complex in THF under ice-cooling, and the mixture was allowed to warm to room temperature and stirred for 4 hrs. To the reaction mixture was further added dropwise a solution (1M, 3 ml) of borane complex in THF at room temperature, and the mixture was stirred for 1 hr. To the reaction mixture were added water and 10% hyd... Starting materials: C (charcoal), CN(C=O)C (dimethylformamide), ON=C1C=2C=CC=CC2C=2NC(C=3N(C21)C=CN3)=O (10-(hydroxyimino)-5H,10H-imidazo[1,2-a]indeno[1,2-e]pyrazin-4-one), C (charcoal). Solvent: Cl (hydrochloric acid), CS(=O)C (dimethyl sulphoxide). Run at time 7 hour. The product is C1=CN=C2N1C1=C(NC2=O)C=2C=CC=CC2C1=O (5H,10H-imidazo[1,2-a]indeno[1,2-e]pyrazine-4,10-dione). As a reaction SMILES: ON=[C:3]1[C:15]2[N:14]3[CH:16]=[CH:17][N:18]=[C:13]3[C:12](=[O:19])[NH:11][C:10]=2[C:9]2[CH:8]=[CH:7][CH:6]=[CH:5][C:4]1=2.C.CN(C)C=[O:24]>Cl.CS(C)=O>[CH:16]1[N:14]2[C:15]3[C:3](=[O:24])[C:4]4[CH:5]=[CH:6][CH:7]=[CH:8][C:9]=4[C:10]=3[NH:11][C:12](=[O:19])[C:13]2=[N:18][CH:17]=1. Reported procedure: A suspension of 1.5 g of 10-(hydroxyimino)-5H,10H-imidazo[1,2-a]indeno[1,2-e]pyrazin-4-one in 90 ml of approximately 5N aqueous hydrochloric acid solution is stirred while boiling for 7 hours, cooled and then concentrated to dryness under reduced pressure (15 mmHg; 2 kPa) at 70° C. The product obtained (2 g) is dissolved in 50 ml of dimethylformamide and, after addition of 0.1 g of decolorizing charcoal, the solution is filtered and the filter is then washed 3 times with 30 ml in total of dimeth...